Dataset: the Open Reaction Database (ORD), a public repository of structured organic reaction records. Task: describe an organic reaction: reactants, conditions, products, and yield The reactants are CCN(C(C)C)C(C)C (DIPEA), BrC=1SC(=NN1)Br (2,5-dibromo-1,3,4-thiadiazole), N1(CCNCC1)C(=O)OC(C)(C)C (tert-butyl piperazine-1-carboxylate). Run in O1CCOCC1 (dioxane). Reaction conditions: temperature 120 celsius. Product: BrC1=NN=C(S1)N1CCN(CC1)C(=O)OC(C)(C)C (tert-Butyl 4-(5-bromo-1,3,4-thiadiazol-2-yl)piperazine-1-carboxylate). The yield is 77.1%. RXN SMILES: CCN(C(C)C)C(C)C.[Br:10][C:11]1[S:12][C:13](Br)=[N:14][N:15]=1.[N:17]1([C:23]([O:25][C:26]([CH3:29])([CH3:28])[CH3:27])=[O:24])[CH2:22][CH2:21][NH:20][CH2:19][CH2:18]1>O1CCOCC1>[Br:10][C:11]1[S:12][C:13]([N:20]2[CH2:19][CH2:18][N:17]([C:23]([O:25][C:26]([CH3:29])([CH3:28])[CH3:27])=[O:24])[CH2:22][CH2:21]2)=[N:14][N:15]=1. Reported procedure: DIPEA (430 μL, 2.460 mmol) was added to a stirred solution of 2,5-dibromo-1,3,4-thiadiazole (300 mg, 1.230 mmol) and tert-butyl piperazine-1-carboxylate (275 mg, 1.476 mmol) in dioxane (4 mL). The reaction mixture was heated at 120° C. for 2 hours. The reaction mixture was cooled to room temperature, filtered under vacuum, rinsed with dioxane, and the filtrate was concentrated in vacuo to afford the crude product as an orange oily residue. The crude material was purified by preparative HPLC unde... Reactants: O (Water), C([O-])([O-])=O.[K+].[K+] (Potassium carbonate), C1(=CC=CC=C1)S(=O)(=O)CCCCCl (4-phenylsulfonylbutyl chloride), Cl.Cl.NC1=CC(=C(C(=O)NCC2CCNCC2)C=C1Cl)OC (4-amino-5-chloro-2-methoxy-N-(piperidin-4-ylmethyl)benzamide dihydrochloride). Solvent: CN(C=O)C (dimethylformamide). Conditions: time 7.5 hour. Yields the product Cl.NC1=CC(=C(C(=O)NCC2CCN(CC2)CCCCS(=O)(=O)C2=CC=CC=C2)C=C1Cl)OC (4-amino-5-chloro-2-methoxy-N-((1-(4-phenylsulfonylbutyl)piperidin-4-yl)methyl)benzamide hydrochloride). The yield is 13.4%. RXN SMILES: C(=O)([O-])[O-].[K+].[K+].[C:7]1([S:13]([CH2:16][CH2:17][CH2:18][CH2:19][Cl:20])(=[O:15])=[O:14])[CH:12]=[CH:11][CH:10]=[CH:9][CH:8]=1.Cl.Cl.[NH2:23][C:24]1[C:39]([Cl:40])=[CH:38][C:27]([C:28]([NH:30][CH2:31][CH:32]2[CH2:37][CH2:36][NH:35][CH2:34][CH2:33]2)=[O:29])=[C:26]([O:41][CH3:42])[CH:25]=1.O>CN(C)C=O>[ClH:20].[NH2:23][C:24]1[C:39]([Cl:40])=[CH:38][C:27]([C:28]([NH:30][CH2:31][CH:32]2[CH2:33][CH2:34][N:35]([CH2:19][CH2:18][CH2:17][CH2:16][S:13]([C:7]3[CH:8]=[CH:9][CH:10]=[CH:11][CH:12]=3)(=[O:14])=[O:15])[CH2:36][CH2:37]2)=[O:29])=[C:26]([O:41][CH3:42])[CH:25]=1 |f:0.1.2,4.5.6,9.10|. Procedure details: Potassium carbonate (0.87 g) and 4-phenylsulfonylbutyl chloride (0.40 g) were added to a solution (15 ml) of 4-amino-5-chloro-2-methoxy-N-(piperidin-4-ylmethyl)benzamide dihydrochloride (0.52 g) in dimethylformamide, and the mixture was stirred at 70°-80° C. for 7.5 hr. Water was added to the reaction mixture, and the mixture was extracted with chloroform. The organic layer was washed with brine and dried. The solvent was evaporated under reduced pressure, and the obtained residue was purified b... Reactants: O=C(CP(OC)(OC)=O)CCC=C(CCC=C(CCC=C(C)C)C)C (dimethyl [2-oxo-6,10,14-trimethylpentadeca-5,9,13-trienyl]phosphonate), C(C)(=O)C(CC=C(CCC=C(CCC=C(C)C)C)C)P(OC)(OC)=O (dimethyl [1-acetyl-4,8,12-trimethyltrideca-3,7,11-trienyl]phosphonate). The product is C(C)(=O)C(CC=C(CCC=C(CCC=C(C)C)C)C)P(O)(O)=O ([1-Acetyl-4,8,12-trimethyltrideca-3,7,11-trienyl]phosphonic acid). RXN SMILES: O=C(CCC=C(C)CCC=C(C)CCC=C(C)C)CP(=O)(OC)OC.[C:26]([CH:29]([P:45](=[O:50])([O:48]C)[O:46]C)[CH2:30][CH:31]=[C:32]([CH3:44])[CH2:33][CH2:34][CH:35]=[C:36]([CH3:43])[CH2:37][CH2:38][CH:39]=[C:40]([CH3:42])[CH3:41])(=[O:28])[CH3:27]>>[C:26]([CH:29]([P:45](=[O:46])([OH:48])[OH:50])[CH2:30][CH:31]=[C:32]([CH3:44])[CH2:33][CH2:34][CH:35]=[C:36]([CH3:43])[CH2:37][CH2:38][CH:39]=[C:40]([CH3:42])[CH3:41])(=[O:28])[CH3:27]. Reported procedure: This compound was prepared exactly by the method described in Step 2 of Example 2 except that dimethyl [2-oxo-6,10,14-trimethylpentadeca-5,9,13-trienyl]phosphonate was replaced by dimethyl [1-acetyl-4,8,12-trimethyltrideca-3,7,11-trienyl]phosphonate. Thereby was obtained title compound as a colorless gum. The reactants are FC=1C(=CC(=C(C1)OC)S(=O)(=O)N1CCCCC2=C1C=CC=C2)N2C(C1=CC=CC=C1C2=O)=O (5-fluoro-2-(2,3,4,5-tetrahydro-1H-1-benzoazepin-1-yl-sulfonyl)-4-(1,3-dioxo-1,3-dihydroisoindol-2-yl)anisole), B(Br)(Br)Br (boron tribromide), Cl (hydrochloric acid). The solvent is C(Cl)Cl (methylene chloride). Reaction conditions: time 3 hour. The product is FC=1C(=CC(=C(C1)O)S(=O)(=O)N1CCCCC2=C1C=CC=C2)N2C(C1=CC=CC=C1C2=O)=O (5-Fluoro-2-(2,3,4,5-tetrahydro-1H-1-benzoazepin-1-ylsulfonyl)-4-(1,3-dioxo-1,3-dihydroisoindol-2-yl)phenol). The yield is 83.1%. Reaction SMILES: [F:1][C:2]1[C:3]([N:24]2[C:32](=[O:33])[C:31]3[C:26](=[CH:27][CH:28]=[CH:29][CH:30]=3)[C:25]2=[O:34])=[CH:4][C:5]([S:10]([N:13]2[C:19]3[CH:20]=[CH:21][CH:22]=[CH:23][C:18]=3[CH2:17][CH2:16][CH2:15][CH2:14]2)(=[O:12])=[O:11])=[C:6]([O:8]C)[CH:7]=1.B(Br)(Br)Br.Cl>C(Cl)Cl>[F:1][C:2]1[C:3]([N:24]2[C:25](=[O:34])[C:26]3[C:31](=[CH:30][CH:29]=[CH:28][CH:27]=3)[C:32]2=[O:33])=[CH:4][C:5]([S:10]([N:13]2[C:19]3[CH:20]=[CH:21][CH:22]=[CH:23][C:18]=3[CH2:17][CH2:16][CH2:15][CH2:14]2)(=[O:11])=[O:12])=[C:6]([OH:8])[CH:7]=1. Procedure: To a solution of 5-fluoro-2-(2,3,4,5-tetrahydro-1H-1-benzoazepin-1-yl-sulfonyl)-4-(1,3-dioxo-1,3-dihydroisoindol-2-yl)anisole (0.57 g) in methylene chloride (12 mL) was added boron tribromide (1 mol/L methylene chloride solution, 3.53 mL) under ice-cooling, and the mixture was stirred at room temperature for 3 hours. To the reaction mixture was added 1 mol/L hydrochloric acid, and the resulting mixture was extracted with ethyl acetate. The extract was washed with brine, and dried over anhydrous ... The reactants are CN(C1=C(CSC2=NC(NC2(C)C)=O)C=CC=C1)C (4-(2-dimethylaminobenzylthio)-5,5-dimethyl-3-imidazolin-2-one), CI (methyl iodide). Product: CN1C(N=C(C1(C)C)SCC1=C(C=CC=C1)N(C)C)=O (1-N-methyl-4-(2-dimethylaminobenzylthio)-5,5-dimethyl-3-imidazolin-2-one). RXN SMILES: [CH3:1][N:2]([CH3:19])[C:3]1[CH:18]=[CH:17][CH:16]=[CH:15][C:4]=1[CH2:5][S:6][C:7]1[C:11]([CH3:13])([CH3:12])[NH:10][C:9](=[O:14])[N:8]=1.[CH3:20]I>>[CH3:20][N:10]1[C:11]([CH3:13])([CH3:12])[C:7]([S:6][CH2:5][C:4]2[CH:15]=[CH:16][CH:17]=[CH:18][C:3]=2[N:2]([CH3:1])[CH3:19])=[N:8][C:9]1=[O:14]. Procedure: Initially, 0.5 g of 4-(2-dimethylaminobenzylthio)-5,5-dimethyl-3-imidazolin-2-one was reacted with 1 mL of methyl iodide following the procedure used in Example 35. The desired compound was obtained in the form of a syrup. The yield of this compound was 0.43 g with a yield ratio of 81.9%. A result of a 1 H-NMR analysis of the compound is as follows: Reactants: Cc1c(C(F)(F)F)noc1N, O=S(=O)(Cl)c1cccc2ccccc12. Yields the product Cc1c(C(F)(F)F)noc1NS(=O)(=O)c1cccc2ccccc12. RXN SMILES: [NH2:1][c:2]1[c:3]([CH3:11])[c:4]([C:7]([F:8])([F:9])[F:10])[n:5][o:6]1.[c:12]1([S:22](=[O:23])(=[O:24])[Cl:25])[cH:13][cH:14][cH:15][c:16]2[cH:17][cH:18][cH:19][cH:20][c:21]12>>[NH:1]([c:2]1[c:3]([CH3:11])[c:4]([C:7]([F:8])([F:9])[F:10])[n:5][o:6]1)[S:22]([c:12]1[cH:13][cH:14][cH:15][c:16]2[cH:17][cH:18][cH:19][cH:20][c:21]12)(=[O:23])=[O:24]. Starting materials: O=C1NC(=O)c2ccc(Br)cc2C1=CNc1ccc(CN2CCCCC2)cc1, Nc1ccccc1. The product is O=C1NC(=O)c2ccc(Nc3ccccc3)cc2C1=CNc1ccc(CN2CCCCC2)cc1. RXN SMILES: [Br:1][c:2]1[cH:3][c:4]2[c:9]([cH:10][cH:11]1)[C:8](=[O:12])[NH:7][C:6](=[O:13])[C:5]2=[CH:14][NH:15][c:16]1[cH:17][cH:18][c:19]([CH2:22][N:23]2[CH2:24][CH2:25][CH2:26][CH2:27][CH2:28]2)[cH:20][cH:21]1.[NH2:29][c:30]1[cH:31][cH:32][cH:33][cH:34][cH:35]1>>[c:2]1([NH:29][c:30]2[cH:31][cH:32][cH:33][cH:34][cH:35]2)[cH:3][c:4]2[c:9]([cH:10][cH:11]1)[C:8](=[O:12])[NH:7][C:6](=[O:13])[C:5]2=[CH:14][NH:15][c:16]1[cH:17][cH:18][c:19]([CH2:22][N:23]2[CH2:24][CH2:25][CH2:26][CH2:27][CH2:28]2)[cH:20][cH:21]1. The reactants are ( E ), CC1=C(C=CC(=O)O)C=CC=C1 (2-methyl cinnamic acid), BrN1C(CCC1=O)=O (N-bromosuccinimide), C(C1=CC=CC=C1)(=O)OOC(C1=CC=CC=C1)=O (benzoyl peroxide). Run in C(Cl)(Cl)(Cl)Cl (CCl4). Yields the product BrCC1=C(\C=C/C(=O)O)C=CC=C1 ((Z)-2-bromomethyl cinnamic acid). As a reaction SMILES: [CH3:1][C:2]1[CH:12]=[CH:11][CH:10]=[CH:9][C:3]=1[CH:4]=[CH:5][C:6]([OH:8])=[O:7].[Br:13]N1C(=O)CCC1=O.C(OOC(=O)C1C=CC=CC=1)(=O)C1C=CC=CC=1>C(Cl)(Cl)(Cl)Cl>[Br:13][CH2:1][C:2]1[CH:12]=[CH:11][CH:10]=[CH:9][C:3]=1/[CH:4]=[CH:5]\[C:6]([OH:8])=[O:7]. Procedure details: A mixture of 2 g (12.34 mmol) of (E) 2-methyl cinnamic acid, 2.19 g (12.34 mmol) of N-bromosuccinimide (NBS) and a catalytic amount of benzoyl peroxide in 6 ml of CCl4 are heated under reflux for hours. The residue is filtered and washed with ether. The organic phase is successively washed with a 1N HCl aqueous solution then with water. It is dried on MgSO4, filtered and evaporated to dryness. The reactants are [Si](C)(C)(C(C)(C)C)OC(C)C(C(=O)OCC)=C (ethyl 2-[1-(t-butyldimethylsilyloxy)ethyl]acrylate), COC1=CC=C(CN)C=C1 (4-methoxybenzylamine). Solvent: CO (methanol). Conditions: time 2 day. Product: [Si](C)(C)(C(C)(C)C)O[C@@H]([C@@H](C(=O)OCC)CNCC1=CC=C(C=C1)OC)C (ethyl (2S*,3R*)-3-(t-butyldimethylsilyloxy)-2-(4-methoxybenzylaminomethyl)butanoate). Yield: 84.2%. RXN SMILES: [Si:1]([O:8][CH:9]([C:11](=[CH2:17])[C:12]([O:14][CH2:15][CH3:16])=[O:13])[CH3:10])([C:4]([CH3:7])([CH3:6])[CH3:5])([CH3:3])[CH3:2].[CH3:18][O:19][C:20]1[CH:27]=[CH:26][C:23]([CH2:24][NH2:25])=[CH:22][CH:21]=1>CO>[Si:1]([O:8][C@H:9]([CH3:10])[C@H:11]([CH2:17][NH:25][CH2:24][C:23]1[CH:26]=[CH:27][C:20]([O:19][CH3:18])=[CH:21][CH:22]=1)[C:12]([O:14][CH2:15][CH3:16])=[O:13])([C:4]([CH3:6])([CH3:7])[CH3:5])([CH3:2])[CH3:3]. Reported procedure: To a solution of ethyl 2-[1-(t-butyldimethylsilyloxy)ethyl]acrylate (5 g) in methanol (50 ml) was added 4-methoxybenzylamine (2.65 g) at room temperature. After stirring for 2 days, the solvent was removed from the reaction mixture. The residue was column-chromatographed on silica gel in a usual manner (eluent : a mixture of hexane and ethyl acetate, 2:1 to 1:1) to give ethyl (2S*,3R*)-3-(t-butyldimethylsilyloxy)-2-(4-methoxybenzylaminomethyl)butanoate (6.435 g). As a reaction SMILES: [CH3:1][O:2][C:3]1[CH:19]=[CH:18][C:6]([CH2:7][S:8][C:9]2[CH:10]=[N:11][CH:12]=[C:13]([CH:17]=2)[C:14]([OH:16])=[O:15])=[CH:5][CH:4]=1.Cl.[CH3:21]O>>[CH3:1][O:2][C:3]1[CH:4]=[CH:5][C:6]([CH2:7][S:8][C:9]2[CH:10]=[N:11][CH:12]=[C:13]([CH:17]=2)[C:14]([O:16][CH3:21])=[O:15])=[CH:18][CH:19]=1 |f:1.2|. Reported procedure: A solution of 2.02 g of 5-(p-methoxybenzylthio)nicotinic acid in hydrochloric acid-methanol is refluxed. The reaction mixture is concentrated. To the residue is added a mixture of chloroform and water. The mixture is extracted with chloroform. The chloroform layer is dried and evaporated to dryness. The resulting residue is recrystallized from isopropyl ether, giving methyl 5-(p-methoxybenzylthio)nicotinate melting at 72°-74° C. The reactants are COC1=CC=C(CSC=2C=NC=C(C(=O)O)C2)C=C1 (5-(p-methoxybenzylthio)nicotinic acid), Cl.CO (hydrochloric acid methanol). The product is COC1=CC=C(CSC=2C=NC=C(C(=O)OC)C2)C=C1 (methyl 5-(p-methoxybenzylthio)nicotinate).